describe an organic reaction: reactants, conditions, products, and yield From a dataset of the Open Reaction Database (ORD), a public repository of structured organic reaction records. The reactants are N1=C2C(=NS1)C(=CC=C2)S(=O)(=O)NC2=C(C(=O)O)C=CC(=C2)Cl (2-(Benzo[1,2,5]thiadiazole-4-sulfonylamino)-4-chloro-benzoic acid), Cl.COC([C@H](CC1=CC(=C(C=C1)Cl)Cl)N)=O ((S)-2-amino-3-(3,4-dichloro-phenyl)-propionic acid methyl ester hydrochloride), methyl ester. The product is N1=C2C(=NS1)C(=CC=C2)S(=O)(=O)NC2=C(C(=O)N[C@H](C(=O)O)CC1=CC(=C(C=C1)Cl)Cl)C=CC(=C2)Cl ((S)-2-[2-(Benzo[1,2,5]thiadiazole-4-sulfonylamino)-4-chloro-benzoylamino]-3-(3,4-dichloro-phenyl)-propionic acid). Reaction SMILES: [N:1]1[S:5][N:4]=[C:3]2[C:6]([S:10]([NH:13][C:14]3[CH:22]=[C:21]([Cl:23])[CH:20]=[CH:19][C:15]=3[C:16](O)=[O:17])(=[O:12])=[O:11])=[CH:7][CH:8]=[CH:9][C:2]=12.Cl.C[O:26][C:27](=[O:39])[C@@H:28]([NH2:38])[CH2:29][C:30]1[CH:35]=[CH:34][C:33]([Cl:36])=[C:32]([Cl:37])[CH:31]=1>>[N:1]1[S:5][N:4]=[C:3]2[C:6]([S:10]([NH:13][C:14]3[CH:22]=[C:21]([Cl:23])[CH:20]=[CH:19][C:15]=3[C:16]([NH:38][C@@H:28]([CH2:29][C:30]3[CH:35]=[CH:34][C:33]([Cl:36])=[C:32]([Cl:37])[CH:31]=3)[C:27]([OH:26])=[O:39])=[O:17])(=[O:12])=[O:11])=[CH:7][CH:8]=[CH:9][C:2]=12 |f:1.2|. Procedure details: 2-(Benzo[1,2,5]thiadiazole-4-sulfonylamino)-4-chloro-benzoic acid was coupled to (S)-2-amino-3-(3,4-dichloro-phenyl)-propionic acid methyl ester hydrochloride as in EXAMPLE 1, Part C. The resulting methyl ester was hydrolyzed as in EXAMPLE 2, Part E, to afford the title compound. HPLC: RT=10.98 min. MS (ESI−): mass calcd. for C22H15Cl3N4O5S2, 585.87; m/z found, 583/585 [M−H]−. H NMR (500 MHz, CDCl3): 11.35 (s, 1H), 8.36 (dd, J=7.0, 0.8, 1H), 8.21 (dd, J=8.8, 0.8, 1H), 7.74-7.69 (m, 1H), 7.34 (d,... Starting materials: CON=C(C(C)=O)C1=CC=C(C=C1)Cl (1-(4-chlorophenyl)-propane-1,2-dione-1-(O-methyloxime)), O.NN (hydrazine hydrate), CCCCCC (hexane). The solvent is C(C)O (ethanol). Run at time 21 hour. Yields the product CON=C(C(C)=NN)C1=CC=C(C=C1)Cl (1-(4-chlorophenyl)-2-hydrazono-propan-1-one O-methyloxime). Reaction SMILES: [CH3:1][O:2][N:3]=[C:4]([C:8]1[CH:13]=[CH:12][C:11]([Cl:14])=[CH:10][CH:9]=1)[C:5](=O)[CH3:6].O.[NH2:16][NH2:17].CCCCCC>C(O)C>[CH3:1][O:2][N:3]=[C:4]([C:8]1[CH:13]=[CH:12][C:11]([Cl:14])=[CH:10][CH:9]=1)[C:5](=[N:16][NH2:17])[CH3:6] |f:1.2|. Procedure details: A solution of 6.12 g of 1-(4-chlorophenyl)-propane-1,2-dione-1-(O-methyloxime) in 20 ml of ethanol is mixed with 4 ml of hydrazine hydrate. After stirring for 21 hours at room temperature, 80 ml of hexane are added. The precipitated crystals are filtered off, washed with a little hexane and dried. In this way, 4.5 g of 1-(4-chlorophenyl)-2-hydrazono-propan-1-one O-methyloxime are obtained as white crystals having a melting point of 118-119° C. A solution of 3.06 g of the above substance and 3.0 ... The reactants are BrCC(=O)OCC (ethyl bromoacetate), C([O-])(O)=O.[Na+] (sodium bicarbonate), C(C1=CC=CC=C1)OC=1C=CC=C2C(=CC(=NC12)C)O (8-(benzyloxy)-2-methylquinolin-4-ol), C([O-])([O-])=O.[K+].[K+] (potassium carbonate). Run in CN(C)C=O (DMF), ClCCl (dichloromethane). Conditions: temperature 80 celsius. Yields the product C(C1=CC=CC=C1)OC=1C=CC=C2C(=CC(=NC12)C)OCC(=O)OCC (ethyl 2-((8-(benzyloxy)-2-methylquinolin-4-yl)oxy)acetate). Yield: 68.6%. RXN SMILES: [CH2:1]([O:8][C:9]1[CH:10]=[CH:11][CH:12]=[C:13]2[C:18]=1[N:17]=[C:16]([CH3:19])[CH:15]=[C:14]2[OH:20])[C:2]1[CH:7]=[CH:6][CH:5]=[CH:4][CH:3]=1.C(=O)([O-])[O-].[K+].[K+].Br[CH2:28][C:29]([O:31][CH2:32][CH3:33])=[O:30].C(=O)(O)[O-].[Na+]>CN(C=O)C.ClCCl>[CH2:1]([O:8][C:9]1[CH:10]=[CH:11][CH:12]=[C:13]2[C:18]=1[N:17]=[C:16]([CH3:19])[CH:15]=[C:14]2[O:20][CH2:28][C:29]([O:31][CH2:32][CH3:33])=[O:30])[C:2]1[CH:7]=[CH:6][CH:5]=[CH:4][CH:3]=1 |f:1.2.3,5.6|. Reported procedure: To a mixture of give 8-(benzyloxy)-2-methylquinolin-4-ol (2.34 g, 8.83 mmol) and potassium carbonate (1.83 g, 13.2 mmol) in anhydrous DMF (50 mL) was added ethyl bromoacetate (1.77 g, 10.6 mmol) with stirring under nitrogen. The mixture was heated at 80° C. for 1 h, cooled, mixed with a saturated aqueous sodium bicarbonate and extracted with EtOAc. Evaporation gave a crude product that was dissolved in dichloromethane and precipitated by the addition of a mixture of Hex/EtOAc (10/1). The precipi...